Dataset: the Open Reaction Database (ORD), a public repository of structured organic reaction records. Task: describe an organic reaction: reactants, conditions, products, and yield The reactants are N=1C=CN2C1N=C(C=C2)C(C)(C)O (2-(imidazo[1,2-α]pyrimidin-7-yl)propan-2-ol), C(C)N(CC)S(F)(F)F ((diethylamino)sulfur trifluoride). Solvent: ClCCl (dichloromethane). Run at temperature -78 celsius, time 40 minute. The product is FC(C)(C)C1=NC=2N(C=C1)C=CN2 (7-(1-fluoro-1-methylethyl)imidazo[1,2-α]pyrimidine). Yield: 17.3%. Reaction SMILES: [N:1]1[CH:2]=[CH:3][N:4]2[CH:9]=[CH:8][C:7]([C:10](O)([CH3:12])[CH3:11])=[N:6][C:5]=12.C(N(S(F)(F)[F:20])CC)C>ClCCl>[F:20][C:10]([C:7]1[CH:8]=[CH:9][N:4]2[CH:3]=[CH:2][N:1]=[C:5]2[N:6]=1)([CH3:12])[CH3:11]. Procedure details: To a cooled (−78° C.) suspension of 2-(imidazo[1,2-α]pyrimidin-7-yl)propan-2-ol (1.02 mg, 5.8 mmol) in dichloromethane (25 ml) was added (diethylamino)sulfur trifluoride (1.22 mg, 7.5 mmol) dropwise over 5 min. The mixture was stirred at −78° C. for 40 min then quenched with methanol (1 ml). The mixture was warmed to ambient temperature, made basic with saturated sodium hydrogencarbonate solution (25 ml) and extracted with dichloromethane (2×25 ml). The combined organics were washed with brine (... Procedure: To 6.0 g (25.2 mmol) (3R,3aR,6R,6aR)-6-benzyloxy-2,3,3a,5,6,6a-hexahydrofuro[3,2-b]furan-3-ol, 3.3 g (21 mmol) 5-fluoro-2-nitro-phenol and 8.3 g (31.5 mmol) triphenyl phosphine in 150 ml THF 7.3 g (31.5 mml) di-tert-butyl azodicarboxylate in 30 ml THF are added dropwise and the reaction mixture is stirred at 40° C. for 2 h. The reaction mixture is evaporated and the residue is purified by FC. Run at temperature 40 celsius, time 2 hour. Product: C(C1=CC=CC=C1)O[C@H]1[C@@H]2[C@H](OC1)[C@H](CO2)OC2=C(C=CC(=C2)F)[N+](=O)[O-] ((3R,3aR,6S,6aR)-3-benzyloxy-6-(5-fluoro-2-nitro-phenoxy)-2,3,3a,5,6,6a-hexahydrofuro[3,2-b]furan). Solvent: C1CCOC1 (THF), C1CCOC1 (THF). As a reaction SMILES: [CH2:1]([O:8][C@H:9]1[C@H:13]2[O:14][CH2:15][C@@H:16]([OH:17])[C@H:12]2[O:11][CH2:10]1)[C:2]1[CH:7]=[CH:6][CH:5]=[CH:4][CH:3]=1.[F:18][C:19]1[CH:20]=[CH:21][C:22]([N+:26]([O-:28])=[O:27])=[C:23](O)[CH:24]=1.C1(P(C2C=CC=CC=2)C2C=CC=CC=2)C=CC=CC=1.N(C(OC(C)(C)C)=O)=NC(OC(C)(C)C)=O>C1COCC1>[CH2:1]([O:8][C@@H:9]1[CH2:10][O:11][C@@H:12]2[C@@H:16]([O:17][C:21]3[CH:20]=[C:19]([F:18])[CH:24]=[CH:23][C:22]=3[N+:26]([O-:28])=[O:27])[CH2:15][O:14][C@H:13]12)[C:2]1[CH:3]=[CH:4][CH:5]=[CH:6][CH:7]=1. Starting materials: C(C1=CC=CC=C1)O[C@@H]1CO[C@H]2[C@@H]1OC[C@H]2O ((3R,3aR,6R,6aR)-6-benzyloxy-2,3,3a,5,6,6a-hexahydrofuro[3,2-b]furan-3-ol), FC=1C=CC(=C(C1)O)[N+](=O)[O-] (5-fluoro-2-nitro-phenol), C1(=CC=CC=C1)P(C1=CC=CC=C1)C1=CC=CC=C1 (triphenyl phosphine), N(=NC(=O)OC(C)(C)C)C(=O)OC(C)(C)C (di-tert-butyl azodicarboxylate).